Task: describe an organic reaction: reactants, conditions, products, and yield. Dataset: the Open Reaction Database (ORD), a public repository of structured organic reaction records Reactants: OCC1=CC(=C(C=C1)C=1C(=CC=CC1)C#N)[N+](=O)[O-] (4′-(hydroxymethyl)-2′-nitrobiphenyl-2-carbonitrile), [Br-].[Br-].[Br-].P (phosphine tribromide). Solvent: C1(=CC=CC=C1)C (toluene). Conditions: time 8 hour. Yields the product BrCC1=CC(=C(C=C1)C=1C(=CC=CC1)C#N)[N+](=O)[O-] (4′-(bromomethyl)-2′-nitrobiphenyl-2-carbonitrile). RXN SMILES: O[CH2:2][C:3]1[CH:8]=[CH:7][C:6]([C:9]2[C:10]([C:15]#[N:16])=[CH:11][CH:12]=[CH:13][CH:14]=2)=[C:5]([N+:17]([O-:19])=[O:18])[CH:4]=1.[Br-:20].[Br-].[Br-].P>C1(C)C=CC=CC=1>[Br:20][CH2:2][C:3]1[CH:8]=[CH:7][C:6]([C:9]2[C:10]([C:15]#[N:16])=[CH:11][CH:12]=[CH:13][CH:14]=2)=[C:5]([N+:17]([O-:19])=[O:18])[CH:4]=1 |f:1.2.3.4|. Procedure: To a solution (15 mL) of 4′-(hydroxymethyl)-2′-nitrobiphenyl-2-carbonitrile (3.62 g) in toluene was added phosphine tribromide (4.63 g) at room temperature, and the mixture was stirred at room temperature overnight. The reaction mixture was concentrated, and the residue was dissolved in ethyl acetate. The obtained ethyl acetate solution was washed with saturated aqueous sodium hydrogen carbonate and then with saturated brine, and dried over anhydrous magnesium sulfate. The solvent was evaporated... The reactants are [Cl-].[Al+3].[Cl-].[Cl-] (aluminum chloride), CN1C(=CC=C1)CC#N (1-methylpyrrole-2-acetonitrile), ClC(C)Cl (dichloroethane), ClC(C)Cl (dichloroethane), C1(=CC=C(C=C1)C(=O)Cl)C (ρ-toluoyl chloride), Cl (hydrochloric acid). The product is C1(=CC=C(C=C1)C(=O)C1=CC=C(N1C)CC#N)C (5-(ρ-toluoyl)-1-methylpyrrole-2-acetonitrile). As a reaction SMILES: [Cl-].[Al+3].[Cl-].[Cl-].ClC(Cl)C.[C:9]1([CH3:18])[CH:14]=[CH:13][C:12]([C:15](Cl)=[O:16])=[CH:11][CH:10]=1.[CH3:19][N:20]1[CH:24]=[CH:23][CH:22]=[C:21]1[CH2:25][C:26]#[N:27].Cl>>[C:9]1([CH3:18])[CH:14]=[CH:13][C:12]([C:15]([C:24]2[N:20]([CH3:19])[C:21]([CH2:25][C:26]#[N:27])=[CH:22][CH:23]=2)=[O:16])=[CH:11][CH:10]=1 |f:0.1.2.3|. Procedure: To a cooled suspension of 26.6 g. (0.2 mole) aluminum chloride in 80 ml. dichloroethane is added dropwise 30.8 g. (0.2 mole) ρ-toluoyl chloride. The resulting solution is added dropwise to a solution of 1-methylpyrrole-2-acetonitrile in 80 ml. dichloroethane cooled externally with an ice bath. After the addition, the resulting solution is stirred at room temperature for twenty minutes and then refluxed for three minutes. The solution is poured into ice acidified with dilute hydrochloric acid. Th... Reactants: C(C1=CC=CC=C1)N1N=C(C=2CCNCCC12)C1=CC=C(C=C1)Cl (1-Benzyl-3-(4-chloro-phenyl)-1,4,5,6,7,8-hexahydro-1,2,6-triaza-azulene), CC1=CC=C(C(=O)Cl)C=C1 (4-methyl-benzoyl chloride). Product: C(C1=CC=CC=C1)N1N=C(C=2CCNCCC12)C1=CC=C(C=C1)C (1-Benzyl-3-p-tolyl-1,4,5,6,7,8-hexahydro-1,2,6-triaza-azulene). Isolated yield 6.3%. RXN SMILES: [CH2:1]([N:8]1[C:17]2[CH2:16][CH2:15][NH:14][CH2:13][CH2:12][C:11]=2[C:10]([C:18]2[CH:23]=[CH:22][C:21](Cl)=[CH:20][CH:19]=2)=[N:9]1)[C:2]1[CH:7]=[CH:6][CH:5]=[CH:4][CH:3]=1.[CH3:25]C1C=CC(C(Cl)=O)=CC=1>>[CH2:1]([N:8]1[C:17]2[CH2:16][CH2:15][NH:14][CH2:13][CH2:12][C:11]=2[C:10]([C:18]2[CH:23]=[CH:22][C:21]([CH3:25])=[CH:20][CH:19]=2)=[N:9]1)[C:2]1[CH:7]=[CH:6][CH:5]=[CH:4][CH:3]=1. Procedure details: The title compound (0.2 g) was prepared from 4-oxo-azepane-1-carboxylic acid tert-butyl ester (Example 59, Step B; 10 mmol) as in Example 59, Steps C through E, using 4-methyl-benzoyl chloride (11 mmol) in place of 4-chloro-benzoyl chloride. MS (ESI): exact mass calculated for C21H23N3, 317.19; found, m/z 318.2 [M+H]+. 1H NMR (500 MHz, CD3OD): 7.34-7.33 (m, 2H), 7.29-7.26 (m, 2H), 7.24-7.21 (m, 3H), 7.10-7.09 (m, 2H), 5.40 (s, 2H), 3.33-3.27 (m, 4H), 3.11-3.09 (m, 2H), 3.00-2.98 (m, 2H), 2.30 (s...